From a dataset of the Open Reaction Database (ORD), a public repository of structured organic reaction records. describe an organic reaction: reactants, conditions, products, and yield Starting materials: CC(C)(C)[Si](C)(C)Cl, CN(C)C=O, O, O=C(CO)c1ccc([N+](=O)[O-])cc1, c1c[nH]cn1. The product is CC(C)(C)[Si](C)(C)OCC(=O)c1ccc([N+](=O)[O-])cc1. RXN SMILES: [C:19]([CH3:20])([CH3:21])([CH3:22])[Si:23]([CH3:24])([CH3:25])[Cl:26].[O:28]=[CH:29][N:30]([CH3:31])[CH3:32].[OH2:27].[OH:1][CH2:2][C:3](=[O:4])[c:5]1[cH:6][cH:7][c:8]([N+:11](=[O:12])[O-:13])[cH:9][cH:10]1.[nH:14]1[cH:15][cH:16][n:17][cH:18]1>>[O:1]([CH2:2][C:3](=[O:4])[c:5]1[cH:6][cH:7][c:8]([N+:11](=[O:12])[O-:13])[cH:9][cH:10]1)[Si:23]([C:19]([CH3:20])([CH3:21])[CH3:22])([CH3:24])[CH3:25]. Reactants: CCC(C=O)NC(=O)OC(C)(C)C, CCB(CC)CC, [Li]CCCC, C1CCOC1, c1csc(-c2cnco2)c1. Product: CCC(NC(=O)OC(C)(C)C)C(O)c1ncc(-c2cccs2)o1. RXN SMILES: [C:23]([CH3:24])([CH3:25])([CH3:26])[O:27][C:28]([NH:29][CH:30]([CH2:31][CH3:32])[CH:33]=[O:34])=[O:35].[CH2:11]([B:12]([CH2:13][CH3:14])[CH2:15][CH3:16])[CH3:17].[CH2:18]([Li:19])[CH2:20][CH2:21][CH3:22].[CH2:36]1[O:37][CH2:38][CH2:39][CH2:40]1.[s:1]1[c:2](-[c:6]2[cH:7][n:8][cH:9][o:10]2)[cH:3][cH:4][cH:5]1>>[s:1]1[c:2](-[c:6]2[cH:7][n:8][c:9]([CH:33]([CH:30]([NH:29][C:28]([O:27][C:23]([CH3:24])([CH3:25])[CH3:26])=[O:35])[CH2:31][CH3:32])[OH:34])[o:10]2)[cH:3][cH:4][cH:5]1. Reactants: BrC=1C(=C(SC1C1=C(C=CC=C1)Cl)C(=O)OC)OC (Methyl 4-bromo-5-(2-chlorophenyl)-3-methoxythiophene-2-carboxylate), ClC1=CC=C(C=C1)B(O)O (4-chlorophenylboronic acid), solution, C([O-])([O-])=O.[Na+].[Na+] (sodium carbonate). The solvent is C1(=CC=CC=C1)C (toluene). Run at time 8 hour. The product is ClC1=C(C=CC=C1)C1=C(C(=C(S1)C(=O)OC)OC)C1=CC=C(C=C1)Cl (Methyl 5-(2-chlorophenyl)-4-(4-chlorophenyl)-3-methoxythiophene-2-carboxylate). The yield is 57.5%. RXN SMILES: Br[C:2]1[C:3]([O:18][CH3:19])=[C:4]([C:14]([O:16][CH3:17])=[O:15])[S:5][C:6]=1[C:7]1[CH:12]=[CH:11][CH:10]=[CH:9][C:8]=1[Cl:13].[Cl:20][C:21]1[CH:26]=[CH:25][C:24](B(O)O)=[CH:23][CH:22]=1.C(=O)([O-])[O-].[Na+].[Na+]>C1(C)C=CC=CC=1>[Cl:13][C:8]1[CH:9]=[CH:10][CH:11]=[CH:12][C:7]=1[C:6]1[S:5][C:4]([C:14]([O:16][CH3:17])=[O:15])=[C:3]([O:18][CH3:19])[C:2]=1[C:24]1[CH:25]=[CH:26][C:21]([Cl:20])=[CH:22][CH:23]=1 |f:2.3.4|. Reported procedure: 7.84 g of compound of step A, 4.10 g of 4-chlorophenylboronic acid and 21.68 ml of a 2M solution of sodium carbonate are added to 60 ml of toluene. Argon is bubbled through for 30 min, before adding 1.25 g of Tetrakis. Heating is carried out at 110° C. overnight. After a return to ambient temperature, 60 ml of distilled water are added and the mixture is extracted with 60 ml of ethyl acetate, and the organic phase is dried and evaporated. The product obtained is purified by silica chromatography... Yield: 54.2%. RXN SMILES: CNC.[C:4]([O:7][CH2:8][CH:9]=O)(=[O:6])[CH3:5].[CH:11](=[O:15])[CH2:12][CH2:13][CH3:14]>C(O)(=O)C>[C:4]([O:7][CH2:8][CH:9]=[C:12]([CH2:13][CH3:14])[CH:11]=[O:15])(=[O:6])[CH3:5]. Procedure: To a mixture of 225 g of a 40% strength by weight aqueous solution of dimethylamine and 120 g of acetic acid was added with stirring and cooling, in the course of 15 min, a solution of 204 g of acetoxyacetaldehyde in 288 g (4 mol) of n-butyraldehyde, and the reaction mixture was subsequently stirred at 50° C. for 30 min. The reaction solutions were cooled down and the aqueous catalyst solution separated off to give, by fractional distillation, 169 g of 4-acetoxy-2-ethyl-2-butenal (b.p.=83°-93° C... The solvent is C(C)(=O)O (acetic acid). Starting materials: C(C)(=O)OCC=O (acetoxyacetaldehyde), C(CCC)=O (n-butyraldehyde), CNC (dimethylamine). Product: C(C)(=O)OCC=C(C=O)CC (4-acetoxy-2-ethyl-2-butenal).